This data is from the Open Reaction Database (ORD), a public repository of structured organic reaction records. The task is: describe an organic reaction: reactants, conditions, products, and yield Reactants: COc1ccc(CCC2(C3CCCC3)CC(=O)C(Cl)C(=O)O2)cc1Cl, O, Sc1nnc(-c2ccncc2)o1. Yields the product COc1ccc(CCC2(C3CCCC3)CC(O)=C(Sc3nnc(-c4ccncc4)o3)C(=O)O2)cc1Cl. RXN SMILES: [Cl:1][CH:2]1[C:3](=[O:25])[O:4][C:5]([CH:9]2[CH2:10][CH2:11][CH2:12][CH2:13]2)([CH2:14][CH2:15][c:16]2[cH:17][c:18]([Cl:24])[c:19]([O:22][CH3:23])[cH:20][cH:21]2)[CH2:6][C:7]1=[O:8].[OH2:38].[n:26]1[cH:27][cH:28][c:29](-[c:32]2[n:33][n:34][c:35]([SH:37])[o:36]2)[cH:30][cH:31]1>>[C:2]1([S:37][c:35]2[n:34][n:33][c:32](-[c:29]3[cH:28][cH:27][n:26][cH:31][cH:30]3)[o:36]2)=[C:7]([OH:8])[CH2:6][C:5]([CH:9]2[CH2:10][CH2:11][CH2:12][CH2:13]2)([CH2:14][CH2:15][c:16]2[cH:17][c:18]([Cl:24])[c:19]([O:22][CH3:23])[cH:20][cH:21]2)[O:4][C:3]1=[O:25]. Starting materials: C#CCCCO, Cn1cc(C(=O)NCc2ccc(Cl)cc2)c(=O)c2cc(CN3CCOCC3)cc(I)c21, [Cu]I, CN(C)C=O. Product: Cn1cc(C(=O)NCc2ccc(Cl)cc2)c(=O)c2cc(CN3CCOCC3)cc(C#CCCCO)c21. As a reaction SMILES: [CH2:32]([CH2:33][CH2:34][C:35]#[CH:36])[OH:37].[Cl:1][c:2]1[cH:3][cH:4][c:5]([CH2:6][NH:7][C:8](=[O:9])[c:10]2[cH:11][n:12]([CH3:29])[c:13]3[c:14]([I:28])[cH:15][c:16]([CH2:21][N:22]4[CH2:23][CH2:24][O:25][CH2:26][CH2:27]4)[cH:17][c:18]3[c:19]2=[O:20])[cH:30][cH:31]1.[Cu:38][I:39].[O:40]=[CH:41][N:42]([CH3:43])[CH3:44]>>[Cl:1][c:2]1[cH:3][cH:4][c:5]([CH2:6][NH:7][C:8](=[O:9])[c:10]2[cH:11][n:12]([CH3:29])[c:13]3[c:14]([C:36]#[C:35][CH2:34][CH2:33][CH2:32][OH:37])[cH:15][c:16]([CH2:21][N:22]4[CH2:23][CH2:24][O:25][CH2:26][CH2:27]4)[cH:17][c:18]3[c:19]2=[O:20])[cH:30][cH:31]1. Starting materials: CCOC(=O)c1ccc(C(CC(OC)OC)P(=O)(OCC)OCC)cc1, C1CCOC1, [Li]CCCC, Cc1ccc(C2=CCC(C)(C)c3ccc(C=O)cc32)s1. The product is CCOC(=O)c1ccc(C(=Cc2ccc3c(c2)C(c2ccc(C)s2)=CCC3(C)C)CC(OC)OC)cc1. Reaction SMILES: [CH2:1]([O:2][P:3]([O:4][CH2:5][CH3:6])(=[O:7])[CH:9]([CH2:10][CH:11]([O:12][CH3:13])[O:14][CH3:15])[c:16]1[cH:17][cH:18][c:19]([C:20](=[O:21])[O:22][CH2:23][CH3:24])[cH:25][cH:26]1)[CH3:8].[CH2:52]1[O:53][CH2:54][CH2:55][CH2:56]1.[CH3:27][CH2:28][CH2:29][CH2:30][Li:31].[CH3:32][c:33]1[cH:34][cH:35][c:36]([C:38]2=[CH:39][CH2:40][C:41]([CH3:50])([CH3:51])[c:42]3[cH:43][cH:44][c:45]([CH:48]=[O:49])[cH:46][c:47]32)[s:37]1>>[C:9]([CH2:10][CH:11]([O:12][CH3:13])[O:14][CH3:15])([c:16]1[cH:17][cH:18][c:19]([C:20](=[O:21])[O:22][CH2:23][CH3:24])[cH:25][cH:26]1)=[CH:48][c:45]1[cH:44][cH:43][c:42]2[c:47]([cH:46]1)[C:38]([c:36]1[cH:35][cH:34][c:33]([CH3:32])[s:37]1)=[CH:39][CH2:40][C:41]2([CH3:50])[CH3:51].